This data is from the Open Reaction Database (ORD), a public repository of structured organic reaction records. The task is: describe an organic reaction: reactants, conditions, products, and yield Starting materials: C(C1=CC=CC=C1)(=O)NC1=CC=C(C=C1)C1=CC=C2CN(C(C2=C1)=O)[C@H](C(=O)O)C(C)C ((S)-2-(6-(4-Benzamidophenyl)-1-oxoisoindolin-2-yl)-3-methylbutanoic acid), CC([C@@H](C(=O)OC)N1C(C2=CC(=CC=C2C1)C1=CC=C(C=C1)NC(=O)C1=CC=2C(CCC(C2C=C1)(C)C)(C)C)=O)C ((S)-Methyl 3-methyl-2-(1-oxo-6-(4-(5,5,8,8-tetramethyl-5,6,7,8-tetrahydro naphthalene-2-carboxamido)phenyl)isoindolin-2-yl)butanoate). The product is CC([C@@H](C(=O)O)N1C(C2=CC(=CC=C2C1)C1=CC=C(C=C1)NC(=O)C1=CC=2C(CCC(C2C=C1)(C)C)(C)C)=O)C ((S)-3-Methyl-2-(1-oxo-6-(4-(5,5,8,8-tetramethyl-5,6,7,8-tetrahydro naphthalene-2-carboxamido)phenyl)isoindolin-2-yl)butanoic acid). Yield: 77.0%. Reaction SMILES: C(NC1C=CC(C2C=C3C(CN([C@@H](C(C)C)C(O)=O)C3=O)=CC=2)=CC=1)(=O)C1C=CC=CC=1.[CH3:33][CH:34]([CH3:73])[C@H:35]([N:40]1[CH2:48][C:47]2[C:42](=[CH:43][C:44]([C:49]3[CH:54]=[CH:53][C:52]([NH:55][C:56]([C:58]4[CH:67]=[CH:66][C:65]5[C:64]([CH3:69])([CH3:68])[CH2:63][CH2:62][C:61]([CH3:71])([CH3:70])[C:60]=5[CH:59]=4)=[O:57])=[CH:51][CH:50]=3)=[CH:45][CH:46]=2)[C:41]1=[O:72])[C:36]([O:38]C)=[O:37]>>[CH3:33][CH:34]([CH3:73])[C@H:35]([N:40]1[CH2:48][C:47]2[C:42](=[CH:43][C:44]([C:49]3[CH:50]=[CH:51][C:52]([NH:55][C:56]([C:58]4[CH:67]=[CH:66][C:65]5[C:64]([CH3:69])([CH3:68])[CH2:63][CH2:62][C:61]([CH3:71])([CH3:70])[C:60]=5[CH:59]=4)=[O:57])=[CH:53][CH:54]=3)=[CH:45][CH:46]=2)[C:41]1=[O:72])[C:36]([OH:38])=[O:37]. Procedure details: The compound of example 176 was prepared analogous to compound of example 98 by hydrolysis of compound of example 175. The reactants are CC(C)(C)OC(=O)NCCOS(C)(=O)=O, COC(=O)N(C)O, [H-], [Na+], CN(C)C=O. Yields the product COC(=O)N(C)OCCNC(=O)OC(C)(C)C. As a reaction SMILES: [C:10]([CH3:11])([CH3:12])([CH3:13])[O:14][C:15](=[O:16])[NH:17][CH2:18][CH2:19][O:20][S:21]([CH3:22])(=[O:23])=[O:24].[CH3:1][O:2][C:3]([N:4]([CH3:5])[OH:6])=[O:7].[H-:9].[Na+:8].[O:25]=[CH:26][N:27]([CH3:28])[CH3:29]>>[CH3:1][O:2][C:3]([N:4]([CH3:5])[O:6][CH2:19][CH2:18][NH:17][C:15]([O:14][C:10]([CH3:11])([CH3:12])[CH3:13])=[O:16])=[O:7]. Reactants: C(=O)(OC)C=1C=C(C=C(C1)C(=O)OC)S(=O)(=O)OC (methyl 3,5-bis(carbomethoxy)benzenesulfonate), C(=O)(OC)C1=CC=C(C=C1)P(C1=CC=CC=C1)C1=CC=C(C=C1)C(=O)OC (bis(4-carbomethoxyphenyl)phenylphosphine). Reaction conditions: temperature 130 celsius. Product: C(=O)(OC)C=1C=C(C=C(C1)C(=O)OC)S(=O)(=O)[O-].C[P+](C1=CC=CC=C1)(C1=CC=C(C=C1)C(=O)OC)C1=CC=C(C=C1)C(=O)OC (Methylbis(4-carbomethoxyphenyl)phenylphosphonium 3,5-bis(carbomethoxy)benzenesulfonate). Reaction SMILES: [C:1]([C:5]1[CH:6]=[C:7]([S:15]([O:18]C)(=[O:17])=[O:16])[CH:8]=[C:9]([C:11]([O:13][CH3:14])=[O:12])[CH:10]=1)([O:3][CH3:4])=[O:2].[C:20]([C:24]1[CH:29]=[CH:28][C:27]([P:30]([C:37]2[CH:42]=[CH:41][C:40]([C:43]([O:45][CH3:46])=[O:44])=[CH:39][CH:38]=2)[C:31]2[CH:36]=[CH:35][CH:34]=[CH:33][CH:32]=2)=[CH:26][CH:25]=1)([O:22][CH3:23])=[O:21]>>[C:11]([C:9]1[CH:8]=[C:7]([S:15]([O-:18])(=[O:17])=[O:16])[CH:6]=[C:5]([C:1]([O:3][CH3:4])=[O:2])[CH:10]=1)([O:13][CH3:14])=[O:12].[CH3:1][P+:30]([C:27]1[CH:28]=[CH:29][C:24]([C:20]([O:22][CH3:23])=[O:21])=[CH:25][CH:26]=1)([C:37]1[CH:38]=[CH:39][C:40]([C:43]([O:45][CH3:46])=[O:44])=[CH:41][CH:42]=1)[C:31]1[CH:36]=[CH:35][CH:34]=[CH:33][CH:32]=1 |f:2.3|. Procedure: A mixture of 14.414 g (0.05 mol) of methyl 3,5-bis(carbomethoxy)benzenesulfonate and 19.368 g (0.05 mol) bis(4-carbomethoxyphenyl)phenylphosphine was heated in a 130° C. bath with nitrogen bubbling through the melt for 2 hours. The reactants are OCC=C(C=CC1(C(CC(C2=CC=CC=C12)=NN1C(CCC1)COC)(C)C)O)C (1-(5-Hydroxy-3-methyl-penta-1,3-dienyl)-4-(2-methoxymethyl-pyrrolidin-1-ylimino)-2,2-dimethyl-1,2,3,4-tetrahydro-naphthalen-1-ol). Reagents/catalysts: O=[Mn]=O (MnO2). Run in CC(=O)C (acetone). Conditions: time 16 hour. Yields the product OC1(C(CC(C2=CC=CC=C12)=NN1C(CCC1)COC)(C)C)C=CC(=CC=O)C (5-[1-Hydroxy-4-(2-methoxymethyl-pyrrolidin-1-ylimino)-2,2-dimethyl-1,2,3,4-tetrahydro-naphthalen-1-yl]-3-methyl-penta-2,4-dienal). The yield is 80.7%. As a reaction SMILES: [OH:1][CH2:2][CH:3]=[C:4]([CH3:29])[CH:5]=[CH:6][C:7]1([OH:28])[C:16]2[C:11](=[CH:12][CH:13]=[CH:14][CH:15]=2)[C:10](=[N:17][N:18]2[CH2:22][CH2:21][CH2:20][CH:19]2[CH2:23][O:24][CH3:25])[CH2:9][C:8]1([CH3:27])[CH3:26]>CC(C)=O.O=[Mn]=O>[OH:28][C:7]1([CH:6]=[CH:5][C:4]([CH3:29])=[CH:3][CH:2]=[O:1])[C:16]2[C:11](=[CH:12][CH:13]=[CH:14][CH:15]=2)[C:10](=[N:17][N:18]2[CH2:22][CH2:21][CH2:20][CH:19]2[CH2:23][O:24][CH3:25])[CH2:9][C:8]1([CH3:26])[CH3:27]. Procedure: A mixture of hydrazone alcohol [29] (69 mg, 0.17 mmol) and MnO2 (300.8 mg, 3.46 mmol) in acetone (5 mL) was stirred at RT for 16 hr. The reaction mixture was filtered over a bed of Celite® and washed with acetone. The combined filtrates and washings were evaporated to give a residue, which was purified by column chromatography on silica using 30% ethyl acetate-hexane to provide the hydrazone aldehyde [30] (54.4 mg, 79%) and [α]D−532.6 (c 0.43, CH2Cl2). Reactants: CC1(N(C(C(N1)C1=CC=CC=C1)=O)[C@H]1[C@@H]2N(C(=C(CS2)Cl)C(=O)OCOC)C1=O)C (methoxymethyl 7β-(2,2-dimethyl-5-oxo-4-phenylimidazolidin-1-yl)-3-chloro-3-cephem-4-carboxylate). The solvent is CO (methanol). Conditions: time 30 minute. Product: CC1(N(C(C(N1)C1=CC=CC=C1)=O)[C@H]1[C@@H]2N(C(=C(CS2)Cl)C(=O)O)C1=O)C (7β-(2,2-dimethyl-5-oxo-4-phenylimidazolidin-1-yl)-3-chloro-3-cephem-4-carboxylic acid). Isolated yield 88.6%. Reaction SMILES: [CH3:1][C:2]1([CH3:30])[NH:6][CH:5]([C:7]2[CH:12]=[CH:11][CH:10]=[CH:9][CH:8]=2)[C:4](=[O:13])[N:3]1[C@@H:14]1[C:28](=[O:29])[N:16]2[C:17]([C:22]([O:24]COC)=[O:23])=[C:18]([Cl:21])[CH2:19][S:20][C@H:15]12>CO>[CH3:1][C:2]1([CH3:30])[NH:6][CH:5]([C:7]2[CH:8]=[CH:9][CH:10]=[CH:11][CH:12]=2)[C:4](=[O:13])[N:3]1[C@@H:14]1[C:28](=[O:29])[N:16]2[C:17]([C:22]([OH:24])=[O:23])=[C:18]([Cl:21])[CH2:19][S:20][C@H:15]12. Reported procedure: A solution of 0.5 g of methoxymethyl 7β-(2,2-dimethyl-5-oxo-4-phenylimidazolidin-1-yl)-3-chloro-3-cephem-4-carboxylate in 10 ml of methanol is refluxed for 1 hour, and the reaction mixture is concentrated to a third volume and stirred for 30 minutes under ice-cooling. The resulting precipitate is collected by filtration and dried under reduced pressure to yield 0.4 g of 7β-(2,2-dimethyl-5-oxo-4-phenylimidazolidin-1-yl)-3-chloro-3-cephem-4-carboxylic acid. Starting materials: [H-].[Na+] (NaH), N1=CC(=CC=C1)O (pyridin-3-ol), ClC1=NC2=C(C=CC=C2C=C1)C1=CC=2C(NCCC2N1)=O (2-(2-chloroquinolin-8-yl)-6,7-dihydro-1H-pyrrolo[3,2-c]pyridin-4(5H)-one). Reaction conditions: temperature 25 celsius, time 6 hour. Product: N1=CC(=CC=C1)OC1=NC2=C(C=CC=C2C=C1)C1=CC=2C(NCCC2N1)=O (2-(2-(3-pyridinyloxy)-8-quinolinyl)-1,5,6,7-tetrahydro-4H-pyrrolo[3,2-c]pyridin-4-one). Isolated yield 27.3%. Reaction SMILES: [H-].[Na+].[N:3]1[CH:8]=[CH:7][CH:6]=[C:5]([OH:9])[CH:4]=1.Cl[C:11]1[CH:20]=[CH:19][C:18]2[C:13](=[C:14]([C:21]3[NH:29][C:28]4[CH2:27][CH2:26][NH:25][C:24](=[O:30])[C:23]=4[CH:22]=3)[CH:15]=[CH:16][CH:17]=2)[N:12]=1>>[N:3]1[CH:8]=[CH:7][CH:6]=[C:5]([O:9][C:11]2[CH:20]=[CH:19][C:18]3[C:13](=[C:14]([C:21]4[NH:29][C:28]5[CH2:27][CH2:26][NH:25][C:24](=[O:30])[C:23]=5[CH:22]=4)[CH:15]=[CH:16][CH:17]=3)[N:12]=2)[CH:4]=1 |f:0.1|. Reported procedure: Prepared according to Example 103, using NaH as a 60% dispersion in mineral oil (153 μl, 3.53 mmol, Sigma Aldrich), pyridin-3-ol (335 mg, 3.53 mmol, Sigma Aldrich), and 2-(2-chloroquinolin-8-yl)-6,7-dihydro-1H-pyrrolo[3,2-c]pyridin-4(5H)-one (Example 1; 150 mg, 0.504 mmol) and stirring at 25° C. for 6 h. Purification by column chromatography (silica gel, 0 to 9% MeOH/DCM) followed by trituration with MeOH provided 2-(2-(3-pyridinyloxy)-8-quinolinyl)-1,5,6,7-tetrahydro-4H-pyrrolo[3,2-c]pyridin-4-...